Task: describe an organic reaction: reactants, conditions, products, and yield. Dataset: the Open Reaction Database (ORD), a public repository of structured organic reaction records The reactants are C(C)(=O)O[C@@H]1[C@]2(C)[C@@H](CC1)[C@@H]1[C@@H](CC=3C=C(C=CC3[C@H]1CC2)OC2OCCCC2)CCCCCNC (17β-acetoxy-7α-{5-methylaminopentyl}-3-(tetrahydropyran-2-yloxy)-estra-1,3,5(10)-triene), [OH-].[Na+] (sodium hydroxide). Solvent: C(C)(=O)OCC (ethyl acetate), CO (methanol). Yields the product CNCCCCC[C@H]1[C@H]2[C@@H]3CC[C@@H]([C@@]3(C)CC[C@@H]2C=2C=CC(=CC2C1)OC1OCCCC1)O (7α-{5-methylaminopentyl}-3-(tetrahydropyran-2-yloxy)-estra-1,3,5(10)-trien-17β-ol). Yield: 101.4%. RXN SMILES: C([O:4][C@H:5]1[CH2:10][CH2:9][C@H:8]2[C@H:11]3[C@H:20]([CH2:21][CH2:22][C@:6]12[CH3:7])[C:19]1[CH:18]=[CH:17][C:16]([O:23][CH:24]2[CH2:29][CH2:28][CH2:27][CH2:26][O:25]2)=[CH:15][C:14]=1[CH2:13][C@H:12]3[CH2:30][CH2:31][CH2:32][CH2:33][CH2:34][NH:35][CH3:36])(=O)C.[OH-].[Na+]>CO.C(OCC)(=O)C>[CH3:36][NH:35][CH2:34][CH2:33][CH2:32][CH2:31][CH2:30][C@@H:12]1[CH2:13][C:14]2[CH:15]=[C:16]([O:23][CH:24]3[CH2:29][CH2:28][CH2:27][CH2:26][O:25]3)[CH:17]=[CH:18][C:19]=2[C@@H:20]2[C@@H:11]1[C@H:8]1[C@@:6]([CH2:22][CH2:21]2)([CH3:7])[C@@H:5]([OH:4])[CH2:10][CH2:9]1 |f:1.2|. Procedure details: A solution of 307 mg of 17β-acetoxy-7α-{5-methylaminopentyl}-3-(tetrahydropyran-2-yloxy)-estra-1,3,5(10)-triene (Example 1h) in 6 ml of methanol is stirred with 1.5 ml of sodium hydroxide solution for 4 hours at room temperature. Then, it is diluted with ethyl acetate, washed with water, dried on sodium sulfate and concentrated by evaporation in a vacuum. 285 mg of 7α-{5-methylaminopentyl}-3-(tetrahydropyran-2-yloxy)-estra-1,3,5(10)-trien-17β-ol is obtained.